From a dataset of the Open Reaction Database (ORD), a public repository of structured organic reaction records. describe an organic reaction: reactants, conditions, products, and yield Starting materials: [Al+3], CCOCC, [H-], [H-], [H-], [H-], [Li+], CCOC(=O)C1CCC2(CC1)OCCO2. Yields the product OCC1CCC2(CC1)OCCO2. As a reaction SMILES: [Al+3:2].[CH2:22]([O:23][CH2:24][CH3:25])[CH3:26].[H-:1].[H-:4].[H-:5].[H-:6].[Li+:3].[O:7]1[CH2:8][CH2:9][O:10][C:11]12[CH2:12][CH2:13][CH:14]([C:17](=[O:18])[O:19][CH2:20][CH3:21])[CH2:15][CH2:16]2>>[O:7]1[CH2:8][CH2:9][O:10][C:11]12[CH2:12][CH2:13][CH:14]([CH2:17][OH:18])[CH2:15][CH2:16]2. The reactants are Br, CCCN(CCC)C1CCc2c(ccc(O)c2[N+](=O)[O-])C1, CCO. Product: Br, CCCN(CCC)C1CCc2c(ccc(O)c2N)C1. Reaction SMILES: [BrH:1].[CH2:2]([CH2:3][CH3:4])[N:5]([CH:6]1[CH2:7][c:8]2[cH:9][cH:10][c:11]([OH:19])[c:12]([N+:16]([O-:17])=[O:18])[c:13]2[CH2:14][CH2:15]1)[CH2:20][CH2:21][CH3:22].[CH3:23][CH2:24][OH:25]>>[BrH:1].[CH2:2]([CH2:3][CH3:4])[N:5]([CH:6]1[CH2:7][c:8]2[cH:9][cH:10][c:11]([OH:19])[c:12]([NH2:16])[c:13]2[CH2:14][CH2:15]1)[CH2:20][CH2:21][CH3:22]. Starting materials: C1CO1, COc1ccc2ccsc2c1, Cl, [Li]CCCC, C1CCOC1. The product is COc1ccc2cc(CCO)sc2c1. RXN SMILES: [CH2:17]1[CH2:18][O:19]1.[CH3:6][O:7][c:8]1[cH:9][cH:10][c:11]2[c:12]([s:13][cH:14][cH:15]2)[cH:16]1.[ClH:20].[Li:1][CH2:2][CH2:3][CH2:4][CH3:5].[O:21]1[CH2:22][CH2:23][CH2:24][CH2:25]1>>[CH3:6][O:7][c:8]1[cH:9][cH:10][c:11]2[c:12]([s:13][c:14]([CH2:17][CH2:18][OH:19])[cH:15]2)[cH:16]1. Yields the product Fc1ccc(Br)cc1CNc1cccc(-c2c(Cc3ccccc3)cnc3c(C(F)(F)F)cccc23)c1. As a reaction SMILES: [Br:29][c:30]1[cH:31][cH:32][c:33]([F:38])[c:34]([CH:35]=[O:36])[cH:37]1.[CH2:1]([c:2]1[cH:3][cH:4][cH:5][cH:6][cH:7]1)[c:8]1[cH:9][n:10][c:11]2[c:12]([C:25]([F:26])([F:27])[F:28])[cH:13][cH:14][cH:15][c:16]2[c:17]1-[c:18]1[cH:19][c:20]([NH2:24])[cH:21][cH:22][cH:23]1>>[CH2:1]([c:2]1[cH:3][cH:4][cH:5][cH:6][cH:7]1)[c:8]1[cH:9][n:10][c:11]2[c:12]([C:25]([F:26])([F:27])[F:28])[cH:13][cH:14][cH:15][c:16]2[c:17]1-[c:18]1[cH:19][c:20]([NH:24][CH2:35][c:34]2[c:33]([F:38])[cH:32][cH:31][c:30]([Br:29])[cH:37]2)[cH:21][cH:22][cH:23]1. The reactants are O=Cc1cc(Br)ccc1F, Nc1cccc(-c2c(Cc3ccccc3)cnc3c(C(F)(F)F)cccc23)c1.